From a dataset of the Open Reaction Database (ORD), a public repository of structured organic reaction records. describe an organic reaction: reactants, conditions, products, and yield Reactants: C1COCCO1, CC(C)(C)OC(=O)N1CC=C(B2OC(C)(C)C(C)(C)O2)CC1, C[Si](C)(C)CCOCN(COCC[Si](C)(C)C)c1cc(Cl)nc2c(-c3cnc4ccccc4c3)cnn12, [K+], [K+], [K+], O, O=P([O-])([O-])[O-]. Product: CC(C)(C)OC(=O)N1CC=C(c2cc(N(COCC[Si](C)(C)C)COCC[Si](C)(C)C)n3ncc(-c4cnc5ccccc5c4)c3n2)CC1. Reaction SMILES: [CH2:68]1[O:69][CH2:70][CH2:71][O:72][CH2:73]1.[CH3:38][C:39]1([CH3:40])[C:41]([CH3:42])([CH3:43])[O:44][B:45]([C:46]2=[CH:47][CH2:48][N:49]([C:52](=[O:53])[O:54][C:55]([CH3:56])([CH3:57])[CH3:58])[CH2:50][CH2:51]2)[O:59]1.[Cl:1][c:2]1[n:3][c:4]2[n:5]([c:6]([N:8]([CH2:9][O:10][CH2:11][CH2:12][Si:13]([CH3:14])([CH3:15])[CH3:16])[CH2:17][O:18][CH2:19][CH2:20][Si:21]([CH3:22])([CH3:23])[CH3:24])[cH:7]1)[n:25][cH:26][c:27]2-[c:28]1[cH:29][n:30][c:31]2[cH:32][cH:33][cH:34][cH:35][c:36]2[cH:37]1.[K+:65].[K+:66].[K+:67].[OH2:74].[P:60]([O-:61])([O-:62])([O-:63])=[O:64]>>[c:2]1([C:46]2=[CH:47][CH2:48][N:49]([C:52](=[O:53])[O:54][C:55]([CH3:56])([CH3:57])[CH3:58])[CH2:50][CH2:51]2)[n:3][c:4]2[n:5]([c:6]([N:8]([CH2:9][O:10][CH2:11][CH2:12][Si:13]([CH3:14])([CH3:15])[CH3:16])[CH2:17][O:18][CH2:19][CH2:20][Si:21]([CH3:22])([CH3:23])[CH3:24])[cH:7]1)[n:25][cH:26][c:27]2-[c:28]1[cH:29][n:30][c:31]2[cH:32][cH:33][cH:34][cH:35][c:36]2[cH:37]1. Reactants: [SH-].[Na+] (Sodium hydrosulfide), C(C1=CC=CC=C1)N1C(NC(=C(C1=O)C)Cl)=O (3-benzyl-6-chloro-5-methyl-1H-pyrimidine-2,4-dione), Cl (HCl). The solvent is CN(C=O)C (dimethylformamide). Run at temperature 60 celsius, time 1 hour. The product is C(C1=CC=CC=C1)N1C(NC(=C(C1=O)C)S)=O (3-Benzyl-6-mercapto-5-methyl-1H-pyrimidine-2,4-dione). As a reaction SMILES: [SH-:1].[Na+].[CH2:3]([N:10]1[C:15](=[O:16])[C:14]([CH3:17])=[C:13](Cl)[NH:12][C:11]1=[O:19])[C:4]1[CH:9]=[CH:8][CH:7]=[CH:6][CH:5]=1.Cl>CN(C)C=O>[CH2:3]([N:10]1[C:15](=[O:16])[C:14]([CH3:17])=[C:13]([SH:1])[NH:12][C:11]1=[O:19])[C:4]1[CH:9]=[CH:8][CH:7]=[CH:6][CH:5]=1 |f:0.1|. Reported procedure: Sodium hydrosulfide (119.8 g, 2,14 mole) was added to a cloudy solution of 3-benzyl-6-chloro-5-methyl-1H-pyrimidine-2,4-dione (178 g, 0.71 mole) in dimethylformamide (1 L) and heated to 60° C. 18 hours to give a dark green solution. The reaction solution was cooled and poured into 1 M HCl (6 L) and stirred at room temperature for 1 hour. The solid was collected by filtration and washed with water, dried under vacuum with P2O5 at 45° C. overnight to give 177.4 g. 1H-NMR (CDCl3) δ 10.45 (s, 1H), 7... Reactants: CC(=O)O, O=C(Cc1ccc(Cl)cc1)NCC1CCc2c(ncn2C(c2ccccc2)(c2ccccc2)c2ccccc2)C1, O=C(Cc1ccc(Cl)cc1)NCC1CCc2ncn(C(c3ccccc3)(c3ccccc3)c3ccccc3)c2C1, O. Yields the product O=C(Cc1ccc(Cl)cc1)NCC1CCc2[nH]cnc2C1. RXN SMILES: [CH3:81][C:82](=[O:83])[OH:84].[Cl:1][c:2]1[cH:3][cH:4][c:5]([CH2:8][C:9](=[O:10])[NH:11][CH2:12][CH:13]2[CH2:14][c:15]3[c:16]([n:17]([C:20]([c:21]4[cH:22][cH:23][cH:24][cH:25][cH:26]4)([c:27]4[cH:28][cH:29][cH:30][cH:31][cH:32]4)[c:33]4[cH:34][cH:35][cH:36][cH:37][cH:38]4)[cH:18][n:19]3)[CH2:39][CH2:40]2)[cH:6][cH:7]1.[Cl:41][c:42]1[cH:43][cH:44][c:45]([CH2:46][C:47]([NH:48][CH2:49][CH:50]2[CH2:51][CH2:52][c:53]3[n:54][cH:55][n:56]([C:57]([c:58]4[cH:59][cH:60][cH:61][cH:62][cH:63]4)([c:64]4[cH:65][cH:66][cH:67][cH:68][cH:69]4)[c:70]4[cH:71][cH:72][cH:73][cH:74][cH:75]4)[c:76]3[CH2:77]2)=[O:78])[cH:79][cH:80]1.[OH2:85]>>[Cl:1][c:2]1[cH:3][cH:4][c:5]([CH2:8][C:9](=[O:10])[NH:11][CH2:12][CH:13]2[CH2:14][c:15]3[c:16]([nH:17][cH:18][n:19]3)[CH2:39][CH2:40]2)[cH:6][cH:7]1. The reactants are CC(NC(=O)OC(C)(C)C)C(=O)O, ClCCl, CN1CCOCC1, CC(C)COC(=O)Cl, NC1CCN(Cc2ccccc2)C1, O. The product is CC(NC(=O)OC(C)(C)C)C(=O)NC1CCN(Cc2ccccc2)C1. Reaction SMILES: [C:1]([CH3:2])([CH3:3])([CH3:4])[O:5][C:6](=[O:7])[NH:8][CH:9]([CH3:10])[C:11](=[O:12])[OH:13].[CH2:42]([Cl:43])[Cl:44].[CH3:14][N:15]1[CH2:16][CH2:17][O:18][CH2:19][CH2:20]1.[Cl:21][C:22]([O:23][CH2:24][CH:25]([CH3:26])[CH3:27])=[O:28].[NH2:29][CH:30]1[CH2:31][N:32]([CH2:35][c:36]2[cH:37][cH:38][cH:39][cH:40][cH:41]2)[CH2:33][CH2:34]1.[OH2:45]>>[C:1]([CH3:2])([CH3:3])([CH3:4])[O:5][C:6](=[O:7])[NH:8][CH:9]([CH3:10])[C:11](=[O:13])[NH:29][CH:30]1[CH2:31][N:32]([CH2:35][c:36]2[cH:37][cH:38][cH:39][cH:40][cH:41]2)[CH2:33][CH2:34]1. The reactants are O1[C@@H](C1)COC1=CC=CC=2NC3=CC=CC=C3C12 ((S)-4-Oxiranylmethoxy-9H-carbazole), C1=C(C=CC2=CC=CC=C12)N1[C@H]2C\C=C/C[C@@H](C1)NC2 (Z-(1S,6S)-7-naphthalen-2-yl-7,9-diaza-bicyclo[4.2.2]dec-3-ene), CCN(C(C)C)C(C)C (DIPEA). Solvent: C(C)O (ethanol). Run at temperature 95 celsius. The product is C1=CC=C(C=2C3=CC=CC=C3NC12)OC[C@H](CN1C2C\C=C/CC(C1)N(C2)C2=CC1=CC=CC=C1C=C2)O ((S)-1-(9H-Carbazol-4-yloxy)-3-((Z)-9-naphthalen-2-yl-7,9-diaza-bicyclo[4.2.2]dec-3-en-7-yl)-propan-2-ol). Reaction SMILES: [O:1]1[CH2:3][C@H:2]1[CH2:4][O:5][C:6]1[C:18]2[C:17]3[C:12](=[CH:13][CH:14]=[CH:15][CH:16]=3)[NH:11][C:10]=2[CH:9]=[CH:8][CH:7]=1.[CH:19]1[C:28]2[C:23](=[CH:24][CH:25]=[CH:26][CH:27]=2)[CH:22]=[CH:21][C:20]=1[N:29]1[CH2:36][C@H:35]2[NH:37][CH2:38][C@@H:30]1[CH2:31][CH:32]=[CH:33][CH2:34]2.CCN(C(C)C)C(C)C>C(O)C>[CH:9]1[C:10]2[NH:11][C:12]3[C:17](=[CH:16][CH:15]=[CH:14][CH:13]=3)[C:18]=2[C:6]([O:5][CH2:4][C@@H:2]([OH:1])[CH2:3][N:37]2[CH2:38][CH:30]3[N:29]([C:20]4[CH:21]=[CH:22][C:23]5[C:28](=[CH:27][CH:26]=[CH:25][CH:24]=5)[CH:19]=4)[CH2:36][CH:35]2[CH2:34][CH:33]=[CH:32][CH2:31]3)=[CH:7][CH:8]=1. Reported procedure: (S)-4-Oxiranylmethoxy-9H-carbazole (18.5 mg, 0.077 mmol) and Z-(1S,6S)-7-naphthalen-2-yl-7,9-diaza-bicyclo[4.2.2]dec-3-ene (20 mg, 0.189 mmol) were placed in a μW tube with ethanol (3 ml), DIPEA (15 μL, 0.086 mmol) and heated to 95° C. for 900 sec. The solvent was evaporated and the residue was purified via silica chromatography (30% Ethyl acetate/heptane) to yield the title compound as a residue. The reactants are compound 54, NC1=C(OCCCC(=O)OCC)C=CC=C1 (ethyl 4-(2-aminophenoxy)butyrate), CC1=CC=C(C(C2=CC=C(C=C2)C)N2C=CC3=CC(=CC=C23)/C(=C/C(=O)O)/C)C=C1 (3-[1-(4,4'-dimethylbenzhydryl)indol-5-yl]isocrotonic acid). Product: CC1=CC=C(C(C2=CC=C(C=C2)C)N2C=CC3=CC(=CC=C23)/C(=C/C(=O)NC2=C(OCCCC(=O)O)C=CC=C2)/C)C=C1 (4-{2-[3-[1-(4,4'-dimethylbenzhydryl)indol-5-yl]isocrotonoylamino]phenoxy}butyric acid). As a reaction SMILES: [NH2:1][C:2]1[CH:16]=[CH:15][CH:14]=[CH:13][C:3]=1[O:4][CH2:5][CH2:6][CH2:7][C:8]([O:10]CC)=[O:9].[CH3:17][C:18]1[CH:46]=[CH:45][C:21]([CH:22]([N:30]2[C:38]3[C:33](=[CH:34][C:35](/[C:39](/[CH3:44])=[CH:40]/[C:41](O)=[O:42])=[CH:36][CH:37]=3)[CH:32]=[CH:31]2)[C:23]2[CH:28]=[CH:27][C:26]([CH3:29])=[CH:25][CH:24]=2)=[CH:20][CH:19]=1>>[CH3:29][C:26]1[CH:25]=[CH:24][C:23]([CH:22]([N:30]2[C:38]3[C:33](=[CH:34][C:35](/[C:39](/[CH3:44])=[CH:40]/[C:41]([NH:1][C:2]4[CH:16]=[CH:15][CH:14]=[CH:13][C:3]=4[O:4][CH2:5][CH2:6][CH2:7][C:8]([OH:10])=[O:9])=[O:42])=[CH:36][CH:37]=3)[CH:32]=[CH:31]2)[C:21]2[CH:20]=[CH:19][C:18]([CH3:17])=[CH:46][CH:45]=2)=[CH:28][CH:27]=1. Procedure: 0.50 g of compound 54 was obtained in a similar manner to those described in the Examples 1 and 2 using 1.96 g of ethyl 4-(2-aminophenoxy)butyrate and 1.74 g of 3-[1-(4,4'-dimethylbenzhydryl)indol-5-yl]isocrotonic acid obtained according to the procedures described in the Reference Examples 1-4. The reactants are COC(CC=1C=C(C(=CC1)OC)C1=C(C=C(C=C1)C(F)(F)F)C=O)=O ((2′-formyl-6-methoxy-4′-trifluoromethyl-biphenyl-3-yl)-acetic acid methyl ester), C(O)CN (ethanolamine). The product is COC(CC=1C=C(C(=CC1)OC)C1=C(C=C(C=C1)C(F)(F)F)CNCCO)=O ({2′-[(2-Hydroxy-ethylamino)-methyl]-6-methoxy-4′-trifluoromethyl-biphenyl-3-yl}-acetic acid methyl ester). As a reaction SMILES: [CH3:1][O:2][C:3](=[O:25])[CH2:4][C:5]1[CH:6]=[C:7]([C:13]2[CH:18]=[CH:17][C:16]([C:19]([F:22])([F:21])[F:20])=[CH:15][C:14]=2[CH:23]=O)[C:8]([O:11][CH3:12])=[CH:9][CH:10]=1.[CH2:26]([CH2:28][NH2:29])[OH:27]>>[CH3:1][O:2][C:3](=[O:25])[CH2:4][C:5]1[CH:6]=[C:7]([C:13]2[CH:18]=[CH:17][C:16]([C:19]([F:21])([F:22])[F:20])=[CH:15][C:14]=2[CH2:23][NH:29][CH2:28][CH2:26][OH:27])[C:8]([O:11][CH3:12])=[CH:9][CH:10]=1. Procedure: Prepared according to the procedure described in Example 1, Step 5, using the following starting materials: (2′-formyl-6-methoxy-4′-trifluoromethyl-biphenyl-3-yl)-acetic acid methyl ester and ethanolamine. Yields the product COc1ccc(Cn2nc(N3CC4CNCC4C3)c3c(Oc4ccc(NC(=O)c5ccnn(-c6ccc(F)cc6)c5=O)cc4F)ccnc32)cc1. As a reaction SMILES: [CH3:1][O:2][c:3]1[cH:4][cH:5][c:6]([CH2:7][n:8]2[n:9][c:10]([N:42]3[CH2:43][CH:44]4[CH:45]([CH2:46]3)[CH2:47][N:48]([C:50]([O:51][C:52]([CH3:53])([CH3:54])[CH3:55])=[O:56])[CH2:49]4)[c:11]3[c:12]2[n:13][cH:14][cH:15][c:16]3[O:17][c:18]2[c:19]([F:41])[cH:20][c:21]([NH:24][C:25](=[O:26])[c:27]3[cH:28][cH:29][n:30][n:31](-[c:34]4[cH:35][cH:36][c:37]([F:40])[cH:38][cH:39]4)[c:32]3=[O:33])[cH:22][cH:23]2)[cH:57][cH:58]1.[Cl:66][CH2:67][Cl:68].[F:59][C:60]([F:61])([F:62])[C:63]([OH:64])=[O:65]>>[CH3:1][O:2][c:3]1[cH:4][cH:5][c:6]([CH2:7][n:8]2[n:9][c:10]([N:42]3[CH2:43][CH:44]4[CH:45]([CH2:46]3)[CH2:47][NH:48][CH2:49]4)[c:11]3[c:12]2[n:13][cH:14][cH:15][c:16]3[O:17][c:18]2[c:19]([F:41])[cH:20][c:21]([NH:24][C:25](=[O:26])[c:27]3[cH:28][cH:29][n:30][n:31](-[c:34]4[cH:35][cH:36][c:37]([F:40])[cH:38][cH:39]4)[c:32]3=[O:33])[cH:22][cH:23]2)[cH:57][cH:58]1. The reactants are COc1ccc(Cn2nc(N3CC4CN(C(=O)OC(C)(C)C)CC4C3)c3c(Oc4ccc(NC(=O)c5ccnn(-c6ccc(F)cc6)c5=O)cc4F)ccnc32)cc1, ClCCl, O=C(O)C(F)(F)F. Starting materials: CN(S(=O)(=O)CC1=CC=C(C=C1)[N+](=O)[O-])C (N,N-dimethyl-4-nitrobenzenemethanesulphonamide), [H][H] (Hydrogen). The reagents and catalysts are [Pd]=O (palladium oxide). Solvent: CO (methanol). The product is NC1=CC=C(C=C1)CS(=O)(=O)N(C)C (4-Amino-N,N-dimethylbenzenemethanesulphonamide), solid. Reaction SMILES: [CH3:1][N:2]([CH3:16])[S:3]([CH2:6][C:7]1[CH:12]=[CH:11][C:10]([N+:13]([O-])=O)=[CH:9][CH:8]=1)(=[O:5])=[O:4].[H][H]>CO.[Pd]=O>[NH2:13][C:10]1[CH:11]=[CH:12][C:7]([CH2:6][S:3]([N:2]([CH3:16])[CH3:1])(=[O:5])=[O:4])=[CH:8][CH:9]=1. Procedure details: A suspension of N,N-dimethyl-4-nitrobenzenemethanesulphonamide (4.2 g) in methanol (300 ml) was hydrogenated over pre-reduced 10% palladium oxide on charcoal (1 g) at atmospheric pressure and temperature. Hydrogen uptake was complete in 1 h. The catalyst was filtered off (Hyflo), washed with ethyl acetate (400 ml), the solvent evaporated and the title compound obtained as a cream solid (3.3 g), m.p. 151°-2°.